describe an organic reaction: reactants, conditions, products, and yield From a dataset of the Open Reaction Database (ORD), a public repository of structured organic reaction records. Starting materials: FC1=CC=C(C=C1)N1[C@@H]([C@H](C1=O)SCC(=O)C1=CC=C(C=C1)F)C1=CC=C(OCC(=O)NCC(=O)O)C=C1 (N-{[4-((2R,3R)-1-(4-fluorophenyl)-3-{[2-(4-fluorophenyl)-2-oxoethyl]thio}-4-oxoazetidin-2-yl)phenoxy]acetyl}glycine), N[C@@H](C(=O)[O-])CCC1CCCCC1.[Na+] (sodium (2R)-2-amino-4-cyclohexylbutanoate), [BH4-].[Na+] (NaBH4), CN1CCOCC1 (N-Methyl morpholine), CN(C)C(=[N+](C)C)ON1C2=C(C=CC=C2)N=N1.[B-](F)(F)(F)F (TBTU). Reagents/catalysts: [Br-].C(CCC)[N+](CCCC)(CCCC)CCCC (tetrabutylammoniumbromide). Run in O (water), CN(C)C=O (DMF), CS(=O)C (DMSO), CO (MeOH). Run at time 1 hour. Product: C1(CCCCC1)CC[C@H](C(=O)O)NC(CNC(COC1=CC=C(C=C1)[C@H]1N(C([C@@H]1SCC(O)C1=CC=C(C=C1)F)=O)C1=CC=C(C=C1)F)=O)=O ((2R)-4-cyclohexyl-2-[(N-{[4-((2R,3R)-1-(4-fluorophenyl)-3-{[2-(4-fluorophenyl)-2-hydroxyethyl]thio}-4-oxoazetidin-2-yl)phenoxy]acetyl}glycyl)amino]butanoic acid). As a reaction SMILES: [F:1][C:2]1[CH:7]=[CH:6][C:5]([N:8]2[C:11](=[O:12])[C@H:10]([S:13][CH2:14][C:15]([C:17]3[CH:22]=[CH:21][C:20]([F:23])=[CH:19][CH:18]=3)=[O:16])[C@H:9]2[C:24]2[CH:38]=[CH:37][C:27]([O:28][CH2:29][C:30]([NH:32][CH2:33][C:34](O)=[O:35])=[O:31])=[CH:26][CH:25]=2)=[CH:4][CH:3]=1.CN1CCOCC1.CN(C(ON1N=NC2C=CC=CC1=2)=[N+](C)C)C.[B-](F)(F)(F)F.[NH2:68][C@H:69]([CH2:73][CH2:74][CH:75]1[CH2:80][CH2:79][CH2:78][CH2:77][CH2:76]1)[C:70]([O-:72])=[O:71].[Na+].[BH4-].[Na+]>CN(C=O)C.[Br-].C([N+](CCCC)(CCCC)CCCC)CCC.CO.O.CS(C)=O>[CH:75]1([CH2:74][CH2:73][C@@H:69]([NH:68][C:34](=[O:35])[CH2:33][NH:32][C:30](=[O:31])[CH2:29][O:28][C:27]2[CH:37]=[CH:38][C:24]([C@@H:9]3[C@@H:10]([S:13][CH2:14][CH:15]([C:17]4[CH:22]=[CH:21][C:20]([F:23])=[CH:19][CH:18]=4)[OH:16])[C:11](=[O:12])[N:8]3[C:5]3[CH:4]=[CH:3][C:2]([F:1])=[CH:7][CH:6]=3)=[CH:25][CH:26]=2)[C:70]([OH:72])=[O:71])[CH2:80][CH2:79][CH2:78][CH2:77][CH2:76]1 |f:2.3,4.5,6.7,9.10|. Procedure details: N-{[4-((2R,3R)-1-(4-fluorophenyl)-3-{[2-(4-fluorophenyl)-2-oxoethyl]thio}-4-oxoazetidin-2-yl)phenoxy]acetyl}glycine (0.025 g, 0.046 mmol) was dissolved in DMF (2 ml) at 30° C. N-Methyl morpholine (0.034 g, 0.333 mmol) and TBTU (0.043 g, 0.133 mmol) were added. After 1 h, sodium (2R)-2-amino-4-cyclohexylbutanoate (0.039 g, 0.189 mmol), DMSO (2 ml) and tetrabutylammoniumbromide (0.004 g, 0.011 mmol) were added. The mixture was stirred for 1 h and water (1 ml) was added. After 1 h, MeOH (2 ml) and ... Reactants: C(C)C(C(=O)[O-])CCCC.[Na+] (Sodium 2-ethylhexanoate), COC=1C=C(CN2C3=CC=CC=C3C=3C(=CC=CC23)OCCC(C(=O)O)C)C=CC1OCC=1N=C(OC1C)C1=CC=CC=C1 (4-{9-[3-methoxy-4-((5-methyl-2-phenyl-oxazole-4-yl)methoxy)-benzyl]-9H-carbazole-4-yloxy}-2-methyl-butyric acid). Solvent: C(C)(=O)OCC (ethyl acetate). Run at time 30 minute. Yields the product COC=1C=C(CN2C3=CC=CC=C3C=3C(=CC=CC23)OCCC(C(=O)[O-])C)C=CC1OCC=1N=C(OC1C)C1=CC=CC=C1.[Na+] (sodium (+)-4-{9-[3-methoxy-4-((5-methyl-2-phenyl-oxazole-4-yl)methoxy)-benzyl]-9H-carbazole-4-yloxy}-2-methyl-butyrate). Reaction SMILES: C(C(CCCC)C([O-])=O)C.[Na+:11].[CH3:12][O:13][C:14]1[CH:15]=[C:16]([CH:39]=[CH:40][C:41]=1[O:42][CH2:43][C:44]1[N:45]=[C:46]([C:50]2[CH:55]=[CH:54][CH:53]=[CH:52][CH:51]=2)[O:47][C:48]=1[CH3:49])[CH2:17][N:18]1[C:30]2[CH:29]=[CH:28][CH:27]=[C:26]([O:31][CH2:32][CH2:33][CH:34]([CH3:38])[C:35]([OH:37])=[O:36])[C:25]=2[C:24]2[C:19]1=[CH:20][CH:21]=[CH:22][CH:23]=2>C(OCC)(=O)C>[CH3:12][O:13][C:14]1[CH:15]=[C:16]([CH:39]=[CH:40][C:41]=1[O:42][CH2:43][C:44]1[N:45]=[C:46]([C:50]2[CH:51]=[CH:52][CH:53]=[CH:54][CH:55]=2)[O:47][C:48]=1[CH3:49])[CH2:17][N:18]1[C:30]2[CH:29]=[CH:28][CH:27]=[C:26]([O:31][CH2:32][CH2:33][CH:34]([CH3:38])[C:35]([O-:37])=[O:36])[C:25]=2[C:24]2[C:19]1=[CH:20][CH:21]=[CH:22][CH:23]=2.[Na+:11] |f:0.1,4.5|. Procedure details: Sodium 2-ethylhexanoate (479 mg) was added to the solution of 1.5 g of 4-{9-[3-methoxy-4-((5-methyl-2-phenyl-oxazole-4-yl)methoxy)-benzyl]-9H-carbazole-4-yloxy}-2-methyl-butyric acid prepared by the example 52(b) in ethyl acetate (15 mL) at room temperature. After stirring at room temperature for 30 minutes, the precipitate was isolated by filtration, washed with ethanol, dried under reduced pressure, and 1.49 g of the subject compound was prepared as white powder. Optical purity>99% ee (HPLC)